From a dataset of the Open Reaction Database (ORD), a public repository of structured organic reaction records. describe an organic reaction: reactants, conditions, products, and yield Starting materials: CCOC(=O)c1cn(-c2ccccc2)nc1N, CC(C)CCON=O, C1CCOC1. Product: CCOC(=O)c1cnn(-c2ccccc2)c1. As a reaction SMILES: [CH2:1]([CH3:2])[O:3][C:4](=[O:5])[c:6]1[c:7]([NH2:17])[n:8][n:9](-[c:11]2[cH:12][cH:13][cH:14][cH:15][cH:16]2)[cH:10]1.[CH3:18][CH:19]([CH2:20][CH2:21][O:22][N:23]=[O:24])[CH3:25].[O:26]1[CH2:27][CH2:28][CH2:29][CH2:30]1>>[CH2:1]([CH3:2])[O:3][C:4](=[O:5])[c:6]1[cH:7][n:8][n:9](-[c:11]2[cH:12][cH:13][cH:14][cH:15][cH:16]2)[cH:10]1. Starting materials: CC#N, CC12COC(CCCCl)(OC1)OC2, [I-], [Na+], [Na+], O=C([O-])O, c1ccc(P(c2ccccc2)c2ccccc2)cc1. The product is CC12COC(CCC[P+](c3ccccc3)(c3ccccc3)c3ccccc3)(OC1)OC2, [I-]. Reaction SMILES: [CH3:40][C:41]#[N:42].[Cl:1][CH2:2][CH2:3][CH2:4][C:5]12[O:6][CH2:7][C:8]([CH3:13])([CH2:9][O:10]1)[CH2:11][O:12]2.[I-:38].[Na+:37].[Na+:39].[O-:33][C:34]([OH:35])=[O:36].[c:14]1([P:20]([c:21]2[cH:22][cH:23][cH:24][cH:25][cH:26]2)[c:27]2[cH:28][cH:29][cH:30][cH:31][cH:32]2)[cH:15][cH:16][cH:17][cH:18][cH:19]1>>[CH2:2]([CH2:3][CH2:4][C:5]12[O:6][CH2:7][C:8]([CH3:13])([CH2:9][O:10]1)[CH2:11][O:12]2)[P+:20]([c:14]1[cH:15][cH:16][cH:17][cH:18][cH:19]1)([c:21]1[cH:22][cH:23][cH:24][cH:25][cH:26]1)[c:27]1[cH:28][cH:29][cH:30][cH:31][cH:32]1.[I-:38].